describe an organic reaction: reactants, conditions, products, and yield From a dataset of the Open Reaction Database (ORD), a public repository of structured organic reaction records. Starting materials: C(CC(O)(C(=O)O)CC(=O)O)(=O)O (citric acid), [Li+].[OH-] (LiOH), COC(C(C)(C)NC(C1=CC=C(C=C1)OCC1=CC=CC=C1)=O)=O (2-(4-benzyloxy-benzoylamino)-2-methyl-propionic acid methyl ester), O (water). The solvent is C1CCOC1.CO.O (THF MeOH H2O). Reaction conditions: time 4 hour. Yields the product C(C1=CC=CC=C1)OC1=CC=C(C(=O)NC(C(=O)O)(C)C)C=C1 (2-(4-benzyloxy-benzoylamino)-2-methyl-propionic acid). Isolated yield 90.4%. RXN SMILES: [Li+].[OH-].C[O:4][C:5](=[O:26])[C:6]([NH:9][C:10](=[O:25])[C:11]1[CH:16]=[CH:15][C:14]([O:17][CH2:18][C:19]2[CH:24]=[CH:23][CH:22]=[CH:21][CH:20]=2)=[CH:13][CH:12]=1)([CH3:8])[CH3:7].O.C(O)(=O)CC(CC(O)=O)(C(O)=O)O>C1COCC1.CO.O>[CH2:18]([O:17][C:14]1[CH:15]=[CH:16][C:11]([C:10]([NH:9][C:6]([CH3:8])([CH3:7])[C:5]([OH:26])=[O:4])=[O:25])=[CH:12][CH:13]=1)[C:19]1[CH:20]=[CH:21][CH:22]=[CH:23][CH:24]=1 |f:0.1,5.6.7|. Procedure: LiOH (38.5 mg, 0.9 mmol) was added to a stirred solution of 2-(4-benzyloxy-benzoylamino)-2-methyl-propionic acid methyl ester (200 mg, 0.6 mmol) in THF:MeOH:H2O (3:1:1, 3.5 mL), and the resulting mixture was stirred at room temperature for 4 hrs. The reaction mixture was concentrated under reduced pressure to get the residue. Cold water was then added, acidified it with aqueous citric acid solution and extracted with EtOAc. The organic phase was dried over Na2SO4 and concentrated under reduced p... Starting materials: COC(=O)c1ccc2c(c1)C(=O)N(C(C)c1ccc(Cl)cc1)C(c1ccc(Cl)cc1)C(=O)N2CCCCC(=O)OC(C)(C)C, C1CCOC1, CO, [Na+], [OH-], O. The product is CC(c1ccc(Cl)cc1)N1C(=O)c2cc(C(=O)O)ccc2N(CCCCC(=O)OC(C)(C)C)C(=O)C1c1ccc(Cl)cc1. As a reaction SMILES: [C:1]([CH3:2])([CH3:3])([CH3:4])[O:5][C:6]([CH2:7][CH2:8][CH2:9][CH2:10][N:11]1[C:12](=[O:43])[CH:13]([c:36]2[cH:37][cH:38][c:39]([Cl:42])[cH:40][cH:41]2)[N:14]([CH:27]([CH3:28])[c:29]2[cH:30][cH:31][c:32]([Cl:35])[cH:33][cH:34]2)[C:15](=[O:26])[c:16]2[c:17]1[cH:18][cH:19][c:20]([C:22](=[O:23])[O:24][CH3:25])[cH:21]2)=[O:44].[CH2:47]1[O:48][CH2:49][CH2:50][CH2:51]1.[CH3:52][OH:53].[Na+:46].[OH-:45].[OH2:54]>>[C:1]([CH3:2])([CH3:3])([CH3:4])[O:5][C:6]([CH2:7][CH2:8][CH2:9][CH2:10][N:11]1[C:12](=[O:43])[CH:13]([c:36]2[cH:37][cH:38][c:39]([Cl:42])[cH:40][cH:41]2)[N:14]([CH:27]([CH3:28])[c:29]2[cH:30][cH:31][c:32]([Cl:35])[cH:33][cH:34]2)[C:15](=[O:26])[c:16]2[c:17]1[cH:18][cH:19][c:20]([C:22](=[O:23])[OH:24])[cH:21]2)=[O:44].